This data is from the Open Reaction Database (ORD), a public repository of structured organic reaction records. The task is: describe an organic reaction: reactants, conditions, products, and yield The reactants are OCCC[C@@]1(CCN(C(O1)=O)[C@@H](C)C1=CC=C(C=C1)B1OC(C(O1)(C)C)(C)C)C1=CC=CC=C1 ((R)-6-(3-hydroxypropyl)-6-phenyl-3-((S)-1-(4-(4,4,5,5-tetramethyl-1,3,2-dioxaborolan-2-yl)phenyl)ethyl)-1,3-oxazinan-2-one), BrC1=NC=C(C=C1)C#N (2-bromo-5-cyanopyridine). The product is OCCC[C@@]1(CCN(C(O1)=O)[C@@H](C)C1=CC=C(C=C1)C1=NC=C(C#N)C=C1)C1=CC=CC=C1 (6-(4-((S)-1-((R)-6-(3-hydroxypropyl)-2-oxo-6-phenyl-1,3-oxazinan-3-yl)ethyl)phenyl)nicotinonitrile). RXN SMILES: [OH:1][CH2:2][CH2:3][CH2:4][C@@:5]1([C:29]2[CH:34]=[CH:33][CH:32]=[CH:31][CH:30]=2)[O:10][C:9](=[O:11])[N:8]([C@H:12]([C:14]2[CH:19]=[CH:18][C:17](B3OC(C)(C)C(C)(C)O3)=[CH:16][CH:15]=2)[CH3:13])[CH2:7][CH2:6]1.Br[C:36]1[CH:41]=[CH:40][C:39]([C:42]#[N:43])=[CH:38][N:37]=1>>[OH:1][CH2:2][CH2:3][CH2:4][C@@:5]1([C:29]2[CH:34]=[CH:33][CH:32]=[CH:31][CH:30]=2)[O:10][C:9](=[O:11])[N:8]([C@H:12]([C:14]2[CH:15]=[CH:16][C:17]([C:36]3[CH:41]=[CH:40][C:39]([C:42]#[N:43])=[CH:38][N:37]=3)=[CH:18][CH:19]=2)[CH3:13])[CH2:7][CH2:6]1. Reported procedure: The title compound was prepared from (R)-6-(3-hydroxypropyl)-6-phenyl-3-((S)-1-(4-(4,4,5,5-tetramethyl-1,3,2-dioxaborolan-2-yl)phenyl)ethyl)-1,3-oxazinan-2-one and 2-bromo-5-cyanopyridine following a procedure analogous to that described in Example 1 Step 2. LC-MS Method 2 tR=1.159, m/z=442.4; 1H NMR (CD3OD) 1.21 (m, 1H), 1.48 (d, 3H), 1.53 (m, 1H), 1.85 (m, 2H), 2.15 (m, 1H), 2.22 (m, 1H), 2.42 (m, 1H), 3.05 (m, 1H), 3.38 (m, 2H), 5.50 (m, 1H), 6.98 (d, 2H), 7.25 (m, 3H), 7.28 (m, 2H), 7.79 (d,... Starting materials: C(C)(C)(C)OC(=O)N1C(CN(CC1)CC1=CC(=CC=C1)C1=NC(=NC=C1)Cl)CC1=CNC2=CC=CC=C12 (4-[3-(2-Chloro-pyrimidin-4-yl)-benzyl]-2-(1H-indol-3-ylmethyl)-piperazine-1-carboxylic acid tert-butyl ester), NCCC1=CC=C(C=C1)O (tyramine), 520. Product: N1C=C(C2=CC=CC=C12)C[C@H]1CN(CCN1)CC=1C=C(C=CC1)C1=NC(=NC=C1)NCCC1=CC=C(C=C1)O (4-[2-(4-{3-[3(S)-(1H-Indol-3-ylmethyl)-piperazin-1-ylmethyl]-phenyl}-pyrimidin-2-ylamino)-ethyl]-phenol). As a reaction SMILES: C(OC([N:8]1[CH2:13][CH2:12][N:11]([CH2:14][C:15]2[CH:20]=[CH:19][CH:18]=[C:17]([C:21]3[CH:26]=[CH:25][N:24]=[C:23](Cl)[N:22]=3)[CH:16]=2)[CH2:10][CH:9]1[CH2:28][C:29]1[C:37]2[C:32](=[CH:33][CH:34]=[CH:35][CH:36]=2)[NH:31][CH:30]=1)=O)(C)(C)C.[NH2:38][CH2:39][CH2:40][C:41]1[CH:46]=[CH:45][C:44]([OH:47])=[CH:43][CH:42]=1>>[NH:31]1[C:32]2[C:37](=[CH:36][CH:35]=[CH:34][CH:33]=2)[C:29]([CH2:28][C@@H:9]2[NH:8][CH2:13][CH2:12][N:11]([CH2:14][C:15]3[CH:16]=[C:17]([C:21]4[CH:26]=[CH:25][N:24]=[C:23]([NH:38][CH2:39][CH2:40][C:41]5[CH:46]=[CH:45][C:44]([OH:47])=[CH:43][CH:42]=5)[N:22]=4)[CH:18]=[CH:19][CH:20]=3)[CH2:10]2)=[CH:30]1. Procedure details: Intermediate 109 was coupled with tyramine following procedure F. The resulting product was deprotected following procedure G2. LC-MS showed the product had the expected M+H+ of 520. 1H NMR (Varian 300 MHz, CD3OD, shifts relative to the solvent peak at 3.3 ppm) δ 8.51 (s, 1H), 8.29 (d, 2H), 7.81 (d, 1H), 7.55 (m, 3H), 7.34 (d, 1H), 7.25 (s, 1H), 7.02 (m, 4H), 6.69 (s, 2H), 4.54 (m, 2H), 4.08 (m, 1H), 3.90 (m, 2H), 3.61 (m, 4H), 3.25 (m, 4H), 2.92 (t, 2H). The reactants are C1CCOC1, COC(=O)CCC(Cc1ccc(OCc2ccccc2)cc1)NC(=O)CCCCCCc1ccccc1, Cl. Product: COC(=O)CCC(Cc1ccc(O)cc1)NC(=O)CCCCCCc1ccccc1. Reaction SMILES: [CH2:39]1[O:40][CH2:41][CH2:42][CH2:43]1.[CH3:1][O:2][C:3]([CH2:4][CH2:5][CH:6]([CH2:7][c:8]1[cH:9][cH:10][c:11]([O:14][CH2:15][c:16]2[cH:17][cH:18][cH:19][cH:20][cH:21]2)[cH:12][cH:13]1)[NH:22][C:23]([CH2:24][CH2:25][CH2:26][CH2:27][CH2:28][CH2:29][c:30]1[cH:31][cH:32][cH:33][cH:34][cH:35]1)=[O:36])=[O:37].[ClH:38]>>[CH3:1][O:2][C:3]([CH2:4][CH2:5][CH:6]([CH2:7][c:8]1[cH:9][cH:10][c:11]([OH:14])[cH:12][cH:13]1)[NH:22][C:23]([CH2:24][CH2:25][CH2:26][CH2:27][CH2:28][CH2:29][c:30]1[cH:31][cH:32][cH:33][cH:34][cH:35]1)=[O:36])=[O:37].